Dataset: the Open Reaction Database (ORD), a public repository of structured organic reaction records. Task: describe an organic reaction: reactants, conditions, products, and yield Starting materials: NCCCP(O)(=O)C1=CC=CC=C1 (3-aminopropyl(phenyl)phosphinic acid), Cl (hydrochloric acid), [H][H] (hydrogen), [H][H] (hydrogen). Reagents/catalysts: Nishimura-catalyst. Run in O (water). Yields the product NCCCP(O)(=O)C1CCCCC1 (3-aminopropyl(cyclohexyl)phosphinicacid), Cl (hydrochloric acid). RXN SMILES: [NH2:1][CH2:2][CH2:3][CH2:4][P:5]([C:8]1[CH:13]=[CH:12][CH:11]=[CH:10][CH:9]=1)(=[O:7])[OH:6].[H][H].[ClH:16]>O>[NH2:1][CH2:2][CH2:3][CH2:4][P:5]([CH:8]1[CH2:13][CH2:12][CH2:11][CH2:10][CH2:9]1)(=[O:6])[OH:7].[ClH:16]. Procedure: A mixture of 1.5 g of 3-aminopropyl(phenyl)phosphinic acid in 10 ml of water and 7.9 ml of 1N hydrochloric acid is treated with hydrogen at 25° in the presence of 0.2 g of Nishimura-catalyst (Rh/PtO2). After 1.2 hours hydrogen up-take stops. The reaction mixture is filtered and the filtrate evaporated to dryness. The residue is recrystallized frommethanol/propylenoxide to give 1.2 g of 3-aminopropyl(cyclohexyl)phosphinicacid ×0,4 mol hydrochloric acid as a white solid, m.p. 202°-203°. Starting materials: Cl (Hydrochloric acid), FC1=C(C=CC=C1OC)C1=NOC(=C1)CC[C@](C(=O)NOC1OCCCC1)(S(=O)(=O)C)C ((2R)-4-[3-(2-fluoro-3-methoxyphenyl)isoxazol-5-yl]-2-methyl-2-(methylsulfonyl)-N-(tetrahydro-2H-pyran-2-yloxy)butanamide). The solvent is O1CCOCC1.ClCCl.O (1,4-dioxane dichloromethane water). Run at time 2 hour. The product is FC1=C(C=CC=C1OC)C1=NOC(=C1)CC[C@](C(=O)NO)(S(=O)(=O)C)C ((2R)-4-[3-(2-fluoro-3-methoxyphenyl)isoxazol-5-yl]-N-hydroxy-2-methyl-2-(methylsulfonyl)butanamide). Yield: 47.5%. RXN SMILES: Cl.[F:2][C:3]1[C:8]([O:9][CH3:10])=[CH:7][CH:6]=[CH:5][C:4]=1[C:11]1[CH:15]=[C:14]([CH2:16][CH2:17][C@@:18]([CH3:33])([S:29]([CH3:32])(=[O:31])=[O:30])[C:19]([NH:21][O:22]C2CCCCO2)=[O:20])[O:13][N:12]=1>O1CCOCC1.ClCCl.O>[F:2][C:3]1[C:8]([O:9][CH3:10])=[CH:7][CH:6]=[CH:5][C:4]=1[C:11]1[CH:15]=[C:14]([CH2:16][CH2:17][C@@:18]([CH3:33])([S:29]([CH3:32])(=[O:31])=[O:30])[C:19]([NH:21][OH:22])=[O:20])[O:13][N:12]=1 |f:2.3.4|. Reported procedure: Hydrochloric acid (4.0 M in 1,4-dioxane, 0.49 mL, 1.9 mmol, 4.0 equiv) was added to a solution of (2R)-4-[3-(2-fluoro-3-methoxyphenyl)isoxazol-5-yl]-2-methyl-2-(methylsulfonyl)-N-(tetrahydro-2H-pyran-2-yloxy)butanamide (0.23 g, 0.49 mmol, 1.0 equiv) in 1,4-dioxane-dichloromethane-water (2:2:1, 5 mL), and the reaction was allowed to stir at room temperature for 2 h. The solvent was removed under reduced pressure, and the resulting crude material was purified by flash chromatography (30 g C18 reve...